This data is from the Open Reaction Database (ORD), a public repository of structured organic reaction records. The task is: describe an organic reaction: reactants, conditions, products, and yield Reactants: O=C(O)c1c[nH]c2cc(Br)ccc12, CO, CC(=O)Cl. Product: COC(=O)c1c[nH]c2cc(Br)ccc12. Reaction SMILES: [Br:5][c:6]1[cH:7][cH:8][c:9]2[c:10]([C:15](=[O:16])[OH:17])[cH:11][nH:12][c:13]2[cH:14]1.[CH3:18][OH:19].[CH3:1][C:2](=[O:3])[Cl:4]>>[CH3:1][O:16][C:15]([c:10]1[c:9]2[cH:8][cH:7][c:6]([Br:5])[cH:14][c:13]2[nH:12][cH:11]1)=[O:17]. Starting materials: Cl (HCl), N#N (N2), N#N (N2), Cl.N[C@@H](CCCCN)C(=O)O (lysine HCl), CS/C(=N/N)/N.I (S-methylisothiosemicarbazide hydroiodide), [OH-].[Na+] (NaOH). Reaction conditions: temperature 4 celsius. Yields the product N(N)C(NCCC[C@H](N)C(=O)O)=N (N5 -(Hydrazino-iminomethyl)-L-ornithine). RXN SMILES: Cl.[NH2:2][C@H:3]([C:9]([OH:11])=[O:10])[CH2:4][CH2:5][CH2:6]CN.CS/[C:14](/[NH2:17])=[N:15]/[NH2:16].I.[OH-].[Na+].[N:21]#N.Cl>>[NH:15]([C:14](=[NH:17])[NH:21][CH2:6][CH2:5][CH2:4][C@@H:3]([C:9]([OH:11])=[O:10])[NH2:2])[NH2:16] |f:0.1,2.3,4.5|. Procedure: Mix lysine HCl (3.65 g, 20 mmol) and S-methylisothiosemicarbazide hydroiodide (4.66 g, 20 mmol) and adjust to pH 10 with 1M NaOH. Stir under a blanket N2 at 40° C. (for 48 hours. Neutralize the reaction with 1M HCl and blow to a residue with a stream of N2. Apply the residue to a Dowex AG50-X8 column and elute with 0.2M NH4OH. Lyophilize the fractions containing the desired product and dissolve the resulting solid in water (20 ml). Add a solution of flavianic acid (3.2 g) in water (20 ml) and co...